From a dataset of the Open Reaction Database (ORD), a public repository of structured organic reaction records. describe an organic reaction: reactants, conditions, products, and yield Reactants: C1=CC=C(C=C1)N, C1=CN=CC=C1Br. The reagents and catalysts are CC(C)(C)[O-].[Na+], CC1(C2=C(C(=CC=C2)P(C3=CC=CC=C3)C4=CC=CC=C4)OC5=C1C=CC=C5P(C6=CC=CC=C6)C7=CC=CC=C7)C, CC(=O)O.CC(=O)O.[Pd]. The solvent is CC1=CC=CC=C1. Run at temperature 100 celsius. The product is C1=CC=C(C=C1)NC2=CC=NC=C2. Isolated yield 24.9%. Reported procedure: ANILINE (3.94 mL, 43.29 mmol) was added to 4-bromopyridine (5.7 g, 36.08 mmol), PALLADIUM(II) ACETATE (0.162 g, 0.72 mmol), XANTPHOS (1.252 g, 2.16 mmol) and SODIUM TERT-BUTOXIDE (4.85 g, 50.51 mmol) in toluene (280 mL) under nitrogen. The resulting mixture was stirred at 100 °C for 4 hours. The reaction mixture was evaporated to dryness and redissolved in EtOAc (200 mL), and washed sequentially with water (2 x 100 mL) and saturated brine (100 mL). The organic layer was dried over MgSO4, filtere... The reactants are C=O, CCNc1nc(CCN)cs1, CC(=O)O, CO. Product: CCNc1nc2c(s1)CNCC2. As a reaction SMILES: [CH2:16]=[O:17].[CH2:1]([CH3:2])[NH:3][c:4]1[s:5][cH:6][c:7]([CH2:9][CH2:10][NH2:11])[n:8]1.[CH3:12][C:13](=[O:14])[OH:15].[CH3:18][OH:19]>>[CH2:1]([CH3:2])[NH:3][c:4]1[s:5][c:6]2[c:7]([n:8]1)[CH2:9][CH2:10][NH:11][CH2:12]2. Starting materials: C(Cl)(Cl)Cl (Chloroform), C(C1=CC=CC=C1)OC1=C(C(=O)NC2=C(C(=O)OC(C)(C)C)C=CC(=C2)C2=CC=CC=C2)C=CC(=C1)N1N=CC=C1 (tert-butyl 2-(2-(benzyloxy)-4-(1H-pyrazol-1-yl)benzamido)-4-phenylbenzoate), O1CCOCC1 (dioxane). The reagents and catalysts are [C].[Pd] (palladium-carbon). The solvent is C(C)(=O)OCC (ethyl acetate), CO (methanol). Conditions: time 2 hour. Product: OC1=C(C(=O)NC2=C(C(=O)OC(C)(C)C)C=CC(=C2)C2=CC=CC=C2)C=CC(=C1)N1N=CC=C1 (tert-butyl 2-(2-hydroxy-4-(1H-pyrazol-1-yl)benzamido)-4-phenylbenzoate). As a reaction SMILES: C([O:8][C:9]1[CH:36]=[C:35]([N:37]2[CH:41]=[CH:40][CH:39]=[N:38]2)[CH:34]=[CH:33][C:10]=1[C:11]([NH:13][C:14]1[CH:26]=[C:25]([C:27]2[CH:32]=[CH:31][CH:30]=[CH:29][CH:28]=2)[CH:24]=[CH:23][C:15]=1[C:16]([O:18][C:19]([CH3:22])([CH3:21])[CH3:20])=[O:17])=[O:12])C1C=CC=CC=1.O1CCOCC1.C(Cl)(Cl)Cl>C(OCC)(=O)C.CO.[C].[Pd]>[OH:8][C:9]1[CH:36]=[C:35]([N:37]2[CH:41]=[CH:40][CH:39]=[N:38]2)[CH:34]=[CH:33][C:10]=1[C:11]([NH:13][C:14]1[CH:26]=[C:25]([C:27]2[CH:32]=[CH:31][CH:30]=[CH:29][CH:28]=2)[CH:24]=[CH:23][C:15]=1[C:16]([O:18][C:19]([CH3:22])([CH3:21])[CH3:20])=[O:17])=[O:12] |f:5.6|. Reported procedure: To a solution mixture of the obtained tert-butyl 2-(2-(benzyloxy)-4-(1H-pyrazol-1-yl)benzamido)-4-phenylbenzoate (0.098 g) in ethyl acetate (2 mL), methanol (1 mL), and dioxane (1 mL), 10% palladium-carbon (49 mg) was added, followed by stirring under a hydrogen atmosphere at room temperature for 2 hours. Chloroform was added to the reaction mixture, and the insoluble substance was removed by filtration. The solvent was evaporated under reduced pressure. The obtained residue was purified by sili... Starting materials: [N+](=O)([O-])C1=C(C=CC=O)C=CC=C1 (o-nitrocinnamaldehyde), C1=CC=CC=C1 (benzene), [OH-].[Na+] (sodium hydroxide). Reagents/catalysts: [Br-].C(C)[P+](C1=CC=CC=C1)(C1=CC=CC=C1)C1=CC=CC=C1 (ethyltriphenylphosphonium bromide). Reaction conditions: time 2 hour. The product is [N+](=O)([O-])C1=C(C=CC=C1)C=CC=CC (1-nitro-2-(1,3-pentadienyl)-benzene). The yield is 98.0%. RXN SMILES: [N+:1]([C:4]1[CH:13]=[CH:12][CH:11]=[CH:10][C:5]=1[CH:6]=[CH:7][CH:8]=O)([O-:3])=[O:2].[OH-].[Na+].[CH:16]1C=CC=C[CH:17]=1>[Br-].C([P+](C1C=CC=CC=1)(C1C=CC=CC=1)C1C=CC=CC=1)C>[N+:1]([C:4]1[CH:13]=[CH:12][CH:11]=[CH:10][C:5]=1[CH:6]=[CH:7][CH:8]=[CH:16][CH3:17])([O-:3])=[O:2] |f:1.2,4.5|. Procedure details: 10 g of o-nitrocinnamaldehyde was dissolved in 150 ml of benzene. Thereto were added 25 g of ethyltriphenylphosphonium bromide and 150 ml of a 5 N aqueous sodium hydroxide solution. The mixture was stirred at room temperature for 2 hours. The organic layer was separated, washed with an aqueous saturated sodium chloride solution, and dried over anhydrous magnesium sulfate. The solvent was removed by distil-lation under reduced pressure. The residue was purified by column chromatography (eluant: t... The reactants are BrCCOC=1C(=NN(C1C1=CC=CC=C1)C)C1=CC=CC=C1 (4-(2-bromoethoxy)-1-methyl-3,5-diphenylpyrazole), [I-].[K+] (potassium iodide). Solvent: CC(=O)C (acetone). Product: ICCOC=1C(=NN(C1C1=CC=CC=C1)C)C1=CC=CC=C1 (4-(2-Iodoethoxy)-1-methyl-3,5-diphenylpyrazole). RXN SMILES: Br[CH2:2][CH2:3][O:4][C:5]1[C:6]([C:17]2[CH:22]=[CH:21][CH:20]=[CH:19][CH:18]=2)=[N:7][N:8]([CH3:16])[C:9]=1[C:10]1[CH:15]=[CH:14][CH:13]=[CH:12][CH:11]=1.[I-:23].[K+]>CC(C)=O>[I:23][CH2:2][CH2:3][O:4][C:5]1[C:6]([C:17]2[CH:22]=[CH:21][CH:20]=[CH:19][CH:18]=2)=[N:7][N:8]([CH3:16])[C:9]=1[C:10]1[CH:15]=[CH:14][CH:13]=[CH:12][CH:11]=1 |f:1.2|. Reported procedure: A mixture of 4-(2-bromoethoxy)-1-methyl-3,5-diphenylpyrazole (3.57 g, 0.01 mole), potassium iodide (16.6 g, 0.1 mole) and acetone (50 ml) is stirred and refluxed for 24 hours. Starting materials: [H-].[Na+] (sodium hydride), CN(C=O)C (dimethylformamide), C1(=CC=C(C=C1)S(=O)(=O)OC(C(CCCC)C#N)C)C (2-cyano-methylhexyl p-toluenesulfonate), CN(C=O)C (dimethylformamide), C(CCCCCCCCC)C=1C=NC(=NC1)C1=CC=C(C=C1)O (p-(5-n-decyl-2-pyrimidyl)phenol). Run at temperature 100 celsius, time 10 minute. Yields the product C(#N)C(COC1=CC=C(C=C1)C1=NC=C(C=N1)CCCCCCCCCC)(CCCC)C (4-(5-n-decyl-2-pyrimidyl)-phenyl 2-cyano-2-methylhexyl ether). Isolated yield 48.8%. As a reaction SMILES: [H-].[Na+].[CH2:3]([C:13]1[CH:14]=[N:15][C:16]([C:19]2[CH:24]=[CH:23][C:22]([OH:25])=[CH:21][CH:20]=2)=[N:17][CH:18]=1)[CH2:4][CH2:5][CH2:6][CH2:7][CH2:8][CH2:9][CH2:10][CH2:11][CH3:12].C1(C)C=CC(S(O[CH:36](C)[CH:37]([C:42]#[N:43])[CH2:38][CH2:39][CH2:40][CH3:41])(=O)=O)=CC=1.[CH3:46]N(C)C=O>>[C:42]([C:37]([CH3:36])([CH2:38][CH2:39][CH2:40][CH3:41])[CH2:46][O:25][C:22]1[CH:21]=[CH:20][C:19]([C:16]2[N:17]=[CH:18][C:13]([CH2:3][CH2:4][CH2:5][CH2:6][CH2:7][CH2:8][CH2:9][CH2:10][CH2:11][CH3:12])=[CH:14][N:15]=2)=[CH:24][CH:23]=1)#[N:43] |f:0.1|. Procedure details: 28 mg (0.7 mM) of sodium hydride and 1.5 ml of dimethylformamide were stirred, and 220 mg (0.7 mM) of p-(5-n-decyl-2-pyrimidyl)phenol was added, followed by stirring for 10 minutes. Further, 218 mg (0.7 mM) of 2-cyano-methylhexyl p-toluenesulfonate and dimethylformamide were added, followed by 6 hours of stirring under heating at 100° C. After the reaction, the solvent was distilled off and distilled water was added thereto, followed by extraction with diethyl ether. The organic layer was washed... Starting materials: FC=1C=NC=CC1C=1C(=NC(=C(C1)[N+](=O)[O-])N)C=1C=NC=CC1 (3″-fluoro-5′-nitro-3,2′:3′,4″-terpyridin-6′-amine). The reagents and catalysts are [Pd] (palladium on carbon). The solvent is C1CCOC1.C(C)O (THF ethanol). Conditions: time 3 hour. The product is FC=1C=NC=CC1C=1C(=NC(=C(C1)N)N)C=1C=NC=CC1 (3″-Fluoro-3,2′:3′,4″-terpyridine-5′,6′-diamine). Isolated yield 98.8%. As a reaction SMILES: [F:1][C:2]1[CH:3]=[N:4][CH:5]=[CH:6][C:7]=1[C:8]1[C:9]([C:18]2[CH:19]=[N:20][CH:21]=[CH:22][CH:23]=2)=[N:10][C:11]([NH2:17])=[C:12]([N+:14]([O-])=O)[CH:13]=1>[Pd].C1COCC1.C(O)C>[F:1][C:2]1[CH:3]=[N:4][CH:5]=[CH:6][C:7]=1[C:8]1[C:9]([C:18]2[CH:19]=[N:20][CH:21]=[CH:22][CH:23]=2)=[N:10][C:11]([NH2:17])=[C:12]([NH2:14])[CH:13]=1 |f:2.3|. Reported procedure: A suspension of 3″-fluoro-5′-nitro-3,2′:3′,4″-terpyridin-6′-amine (2.25 g, 7.23 mmol) and 10% palladium on carbon (0.4 g) in a mixture of THF/ethanol 40:60 (100 mL) was stirred under hydrogen atmosphere. After 3 h, the mixture was filtered through Celite® and the filter cake was washed with ethanol. The combined filtrate and washings were evaporated to give the title compound as a solid (2.01 g, 99%).